This data is from the Open Reaction Database (ORD), a public repository of structured organic reaction records. The task is: describe an organic reaction: reactants, conditions, products, and yield The reactants are OC1=C(C=CC(=C1CC=C)OCC1=CC=CC=C1)C(C)=O (1-[2-hydroxy-4-(phenylmethoxy)-3-(2-propenyl)phenyl]ethanone), COC(N(C)C)OC (dimethylformamide dimethyl acetal), C=1(C(=CC=CC1)C)C (xylene), O.C1(=CC=C(C=C1)S(=O)(=O)O)C (p-toluenesulfonic acid monohydrate). Run in CO (methanol), C(C)O (ethanol), O (water), CCOCC (ether). Reaction conditions: time 2.5 hour. The product is C1(=CC=CC=C1)COC1=C(C2=C(C(C=CO2)=O)C=C1)CC=C (7-(phenylmethoxy)-8-(2-propenyl)-4H-1-benzopyran-4-one). Isolated yield 67.5%. As a reaction SMILES: [OH:1][C:2]1[C:7]([CH2:8][CH:9]=[CH2:10])=[C:6]([O:11][CH2:12][C:13]2[CH:18]=[CH:17][CH:16]=[CH:15][CH:14]=2)[CH:5]=[CH:4][C:3]=1[C:19](=[O:21])[CH3:20].[CH3:22]OC(OC)N(C)C.C1(C)C(C)=CC=CC=1.O.C1(C)C=CC(S(O)(=O)=O)=CC=1>O.CCOCC.C(O)C.CO>[C:13]1([CH2:12][O:11][C:6]2[CH:5]=[CH:4][C:3]3[C:19](=[O:21])[CH:20]=[CH:22][O:1][C:2]=3[C:7]=2[CH2:8][CH:9]=[CH2:10])[CH:14]=[CH:15][CH:16]=[CH:17][CH:18]=1 |f:3.4|. Reported procedure: A mixture of 5.0 g (17.73 mmol) of 1-[2-hydroxy-4-(phenylmethoxy)-3-(2-propenyl)phenyl]ethanone, 2.3 g (19.48 mmol) of dimethylformamide dimethyl acetal, and 5.0 mL of xylene was stirred and heated in a 120°-130° C. oil-bath as methanol was distilled out using a 3 in. Vigreux column, over a 2.5 hr period. The bath temperature was then raised to 150°-160° C. and the reaction mixture was stirred at this temperature for an additional 30 min. The mixture was cooled and concentrated at 60° C./high va... RXN SMILES: [Br:25][CH:26]1[CH2:27][CH2:28][CH2:29][CH2:30][CH2:31]1.[CH3:43][C:44]#[N:45].[Cl:1][c:2]1[c:3](-[c:8]2[c:9](-[c:18]3[cH:19][cH:20][c:21]([Cl:24])[cH:22][cH:23]3)[cH:10][c:11]3[n:12]([n:13]2)[c:14](=[O:17])[nH:15][n:16]3)[cH:4][cH:5][cH:6][cH:7]1.[K+:32].[K+:33].[O-:34][C:35]([O-:36])=[O:37].[O:38]=[CH:39][N:40]([CH3:41])[CH3:42]>>[Cl:1][c:2]1[c:3](-[c:8]2[c:9](-[c:18]3[cH:19][cH:20][c:21]([Cl:24])[cH:22][cH:23]3)[cH:10][c:11]3[n:12]([n:13]2)[c:14](=[O:17])[n:15]([CH:26]2[CH2:27][CH2:28][CH2:29][CH2:30][CH2:31]2)[n:16]3)[cH:4][cH:5][cH:6][cH:7]1. The product is O=c1n(C2CCCCC2)nc2cc(-c3ccc(Cl)cc3)c(-c3ccccc3Cl)nn12. Reactants: BrC1CCCCC1, CC#N, O=c1[nH]nc2cc(-c3ccc(Cl)cc3)c(-c3ccccc3Cl)nn12, [K+], [K+], O=C([O-])[O-], CN(C)C=O. Reactants: solution, C(C)(C)(C)OC(=O)N1C([C@@H](C[C@@H]1CO)C1=CC=C(C=C1)OC)=O ((3S, 5R)-5-hydroxymethyl-3-(4-methoxyphenyl)-2-oxopyrrolidine-1-carboxylic acid tert-butyl ester), I(=O)(=O)(=O)O (periodic acid). The reagents and catalysts are [O-2].[O-2].[O-2].[Cr+6] (chromium trioxide). Solvent: C(C)#N (acetonitrile), C(C)#N (acetonitrile). Reaction conditions: temperature 0 celsius, time 2 hour. Yields the product C(C)(C)(C)OC(=O)N1[C@H](C[C@H](C1=O)C1=CC=C(C=C1)OC)C(=O)O ((2R, 4S)-4-(4-Methoxyphenyl)-5-oxopyrrolidine-1,2-dicarboxylic acid 1-tert-butyl ester). As a reaction SMILES: I(O)(=O)(=O)=[O:2].[C:6]([O:10][C:11]([N:13]1[C@@H:17]([CH2:18][OH:19])[CH2:16][C@@H:15]([C:20]2[CH:25]=[CH:24][C:23]([O:26][CH3:27])=[CH:22][CH:21]=2)[C:14]1=[O:28])=[O:12])([CH3:9])([CH3:8])[CH3:7]>C(#N)C.[O-2].[O-2].[O-2].[Cr+6]>[C:6]([O:10][C:11]([N:13]1[C:14](=[O:28])[C@H:15]([C:20]2[CH:25]=[CH:24][C:23]([O:26][CH3:27])=[CH:22][CH:21]=2)[CH2:16][C@@H:17]1[C:18]([OH:2])=[O:19])=[O:12])([CH3:9])([CH3:8])[CH3:7] |f:3.4.5.6|. Reported procedure: A stock solution containing 12.0 grams of periodic acid and chromium trioxide (24 mg) in wet acetonitrile (0.75 volume % water) was prepared. A portion of this solution (9.6 mL) was added to a solution of (3S, 5R)-5-hydroxymethyl-3-(4-methoxyphenyl)-2-oxopyrrolidine-1-carboxylic acid tert-butyl ester (510 mg, 1.58 mmol) in wet acetonitrile (0.75 volume % water) at 0° C. The reaction mixture was stirred at 0° C. for 2 hours and then quenched by addition of a solution of dibasic sodium phosphate (... Starting materials: OC1Cc2cc(Br)ccc2Sc2ccccc21, [Ca+2], [Cl-], [Cl-], Cl, c1ccccc1. Yields the product ClC1Cc2cc(Br)ccc2Sc2ccccc21. RXN SMILES: [Br:1][c:2]1[cH:3][c:4]2[c:5]([cH:16][cH:17]1)[S:6][c:7]1[c:8]([cH:12][cH:13][cH:14][cH:15]1)[CH:9]([OH:11])[CH2:10]2.[Ca+2:20].[Cl-:18].[Cl-:19].[ClH:21].[cH:22]1[cH:23][cH:24][cH:25][cH:26][cH:27]1>>[Br:1][c:2]1[cH:3][c:4]2[c:5]([cH:16][cH:17]1)[S:6][c:7]1[c:8]([cH:12][cH:13][cH:14][cH:15]1)[CH:9]([Cl:18])[CH2:10]2.